From a dataset of the Open Reaction Database (ORD), a public repository of structured organic reaction records. describe an organic reaction: reactants, conditions, products, and yield Starting materials: C12CC3CC(CC(C1)C3)C2 (adamantane), acetylacetonatocobalt(II)Co(AA)2, C(C)(=O)O (acetic acid), C12CC3CC(CC(C1)C3)C2 (adamantane), resultant mixture, O=O (oxygen), C12CC3CC(CC(C1)C3)C2 (adamantane). Yields the product C12(CC3CC(CC(C1)C3)C2)O (1-adamantanol), C12(CC3(CC(CC(C1)C3)C2)O)O (1,3-adamantanediol). Isolated yield 13.0%. Reaction SMILES: [CH:1]12[CH2:10][CH:5]3[CH2:6][CH:7]([CH2:9][CH:3]([CH2:4]3)[CH2:2]1)[CH2:8]2.[O:11]=O.[C:13]([OH:16])(=[O:15])[CH3:14]>>[C:1]12([OH:15])[CH2:10][CH:5]3[CH2:6][CH:7]([CH2:9][CH:3]([CH2:4]3)[CH2:2]1)[CH2:8]2.[C:13]12([OH:16])[CH2:14][CH:7]3[CH2:6][CH:5]([CH2:10][C:1]([OH:11])([CH2:8]3)[CH2:2]1)[CH2:4]2. Procedure details: To 25 ml of acetic acid were added 10 mmol of adamantane, 0.8 mmol of NHPI and 0.6 mmol of acetylacetonatocobalt(II)Co(AA)2 , and the resultant mixture was stirred in an oxygen atmosphere at a temperature of 75° C. for 3 hours. The products in the reaction mixture were analyzed by gas chromatography, and, as a result, adamantane was converted into 1-adamantanol (yield: 48%) and 1,3-adamantanediol(yield: 13%) with the adamantane conversion of 65%.